This data is from the Open Reaction Database (ORD), a public repository of structured organic reaction records. The task is: describe an organic reaction: reactants, conditions, products, and yield The reactants are C, CO, COc1ccc(S(=O)(=O)N2C(=O)C(c3cc(CC=CCCO)ccc3OC)(N3CC(O)CC3C(=O)N(C)C)c3cc(Cl)ccc32)c(OC(F)(F)F)c1, [Pd]. Yields the product COc1ccc(S(=O)(=O)N2C(=O)C(c3cc(CCCCCO)ccc3OC)(N3CC(O)CC3C(=O)N(C)C)c3cc(Cl)ccc32)c(OC(F)(F)F)c1. Reaction SMILES: [C:55].[CH3:53][OH:54].[Cl:1][c:2]1[cH:3][c:4]2[c:8]([cH:9][cH:10]1)[N:7]([S:11](=[O:12])(=[O:13])[c:14]1[c:15]([O:22][C:23]([F:24])([F:25])[F:26])[cH:16][c:17]([O:20][CH3:21])[cH:18][cH:19]1)[C:6](=[O:27])[C:5]2([c:28]1[c:29]([O:40][CH3:41])[cH:30][cH:31][c:32]([CH2:34][CH:35]=[CH:36][CH2:37][CH2:38][OH:39])[cH:33]1)[N:42]1[CH:43]([C:44](=[O:45])[N:46]([CH3:47])[CH3:48])[CH2:49][CH:50]([OH:52])[CH2:51]1.[Pd:56]>>[Cl:1][c:2]1[cH:3][c:4]2[c:8]([cH:9][cH:10]1)[N:7]([S:11](=[O:12])(=[O:13])[c:14]1[c:15]([O:22][C:23]([F:24])([F:25])[F:26])[cH:16][c:17]([O:20][CH3:21])[cH:18][cH:19]1)[C:6](=[O:27])[C:5]2([c:28]1[c:29]([O:40][CH3:41])[cH:30][cH:31][c:32]([CH2:34][CH2:35][CH2:36][CH2:37][CH2:38][OH:39])[cH:33]1)[N:42]1[CH:43]([C:44](=[O:45])[N:46]([CH3:47])[CH3:48])[CH2:49][CH:50]([OH:52])[CH2:51]1. Starting materials: O, CNCC1(O)CCCN(C(=O)OC)C1. Product: CNCC1(O)CCCNC1. Reaction SMILES: [OH2:15].[OH:1][C:2]1([CH2:12][NH:13][CH3:14])[CH2:3][N:4]([C:8]([O:9][CH3:10])=[O:11])[CH2:5][CH2:6][CH2:7]1>>[OH:1][C:2]1([CH2:12][NH:13][CH3:14])[CH2:3][NH:4][CH2:5][CH2:6][CH2:7]1. Reactants: C(C)OP(=O)(OCC)CC=1N=C(SC1)C1=C(C(=O)OC)C=CC=C1 (methyl {4-[(diethoxyphosphoryl)methyl]-1,3-thiazol-2-yl}benzoate), [H-].[Na+] (sodium hydride), O (Water), COCOC1=NN(C=C1C=O)C1=CC=CC=C1 (3-(Methoxymethoxy)-1-phenyl-1H-pyrazole-4-carbaldehyde). Solvent: O1CCCC1 (tetrahydrofuran). Run at time 30 minute. Yields the product COCOC1=NN(C=C1/C=C/C=1N=C(SC1)C1=C(C(=O)OC)C=CC=C1)C1=CC=CC=C1 (methyl (4-{(E)-2-[3-(methoxymethoxy)-1-phenyl-1H-pyrazol-4-yl]ethenyl}-1,3-thiazol-2-yl)benzoate). Yield: 20.4%. RXN SMILES: C(OP([CH2:9][C:10]1[N:11]=[C:12]([C:15]2[CH:24]=[CH:23][CH:22]=[CH:21][C:16]=2[C:17]([O:19][CH3:20])=[O:18])[S:13][CH:14]=1)(OCC)=O)C.[H-].[Na+].[CH3:27][O:28][CH2:29][O:30][C:31]1[C:35]([CH:36]=O)=[CH:34][N:33]([C:38]2[CH:43]=[CH:42][CH:41]=[CH:40][CH:39]=2)[N:32]=1.O>O1CCCC1>[CH3:27][O:28][CH2:29][O:30][C:31]1[C:35](/[CH:36]=[CH:9]/[C:10]2[N:11]=[C:12]([C:15]3[CH:24]=[CH:23][CH:22]=[CH:21][C:16]=3[C:17]([O:19][CH3:20])=[O:18])[S:13][CH:14]=2)=[CH:34][N:33]([C:38]2[CH:43]=[CH:42][CH:41]=[CH:40][CH:39]=2)[N:32]=1 |f:1.2|. Procedure details: To a solution of methyl {4-[(diethoxyphosphoryl)methyl]-1,3-thiazol-2-yl}benzoate (4.7 g) in tetrahydrofuran (100 mL) was added sodium hydride (60% in oil, 1.1 g) at room temperature, and the mixture was stirred for 30 min. 3-(Methoxymethoxy)-1-phenyl-1H-pyrazole-4-carbaldehyde (2.8 g) was added to the reaction mixture, and the mixture was heated under reflux for 3 hrs. Water was poured into the reaction mixture, and the mixture was extracted with ethyl acetate. The ethyl acetate layer was washe... Starting materials: COC(=O)CNC(=O)C=C1c2ccccc2-c2ccccc21, CO, Cl, [Li+], [OH-], O. Product: O=C(O)CNC(=O)C=C1c2ccccc2-c2ccccc21. RXN SMILES: [CH3:1][O:2][C:3]([CH2:4][NH:5][C:6]([CH:7]=[C:8]1[c:9]2[cH:10][cH:11][cH:12][cH:13][c:14]2-[c:15]2[cH:16][cH:17][cH:18][cH:19][c:20]21)=[O:21])=[O:22].[CH3:23][OH:24].[ClH:27].[Li+:26].[OH-:25].[OH2:28]>>[O:2]=[C:3]([CH2:4][NH:5][C:6]([CH:7]=[C:8]1[c:9]2[cH:10][cH:11][cH:12][cH:13][c:14]2-[c:15]2[cH:16][cH:17][cH:18][cH:19][c:20]21)=[O:21])[OH:22]. The reactants are COC(C(=NOC)C1=C(C=CC=C1)CBr)=O (Methyl-2-(2-bromomethylphenyl)-2-methoxyiminoacetate), resultant mixture, C(C)(=O)[O-].[K+] (potassium acetate), CN (methylamine). Run in C1CCOC1 (THF), O (water). Yields the product CNC(/C(=N/OC)/C1=C(C=CC=C1)CO)=O ((E)-N-methyl-2-(2-hydroxymethylphenyl)-2-methoxyiminoacetamide). The yield is 67.6%. RXN SMILES: C[O:2][C:3](=O)[C:4]([C:8]1C=[CH:12][CH:11]=[CH:10][C:9]=1CBr)=[N:5][O:6][CH3:7].[C:17]([O-:20])(=O)[CH3:18].[K+].[CH3:22][NH2:23]>C1COCC1.O>[CH3:22][NH:23][C:3](=[O:2])/[C:4](/[C:8]1[CH:9]=[CH:10][CH:11]=[CH:12][C:18]=1[CH2:17][OH:20])=[N:5]/[O:6][CH3:7] |f:1.2|. Reported procedure: Methyl-2-(2-bromomethylphenyl)-2-methoxyiminoacetate (2.00 g) and potassium acetate (1.37 g) were suspended in THF, and the suspension was heated under reflux for 3 hours. The reaction mixture was cooled to room temperature, and 30% methanolic methylamine (5.4 g) was added thereto. The resultant mixture was stirred for 10 hours, diluted with water and neutralized, followed by extraction with ethyl acetate. The solvent was dried and distilled off, and the residue was purified by silica gel column... Reaction conditions: temperature 65 celsius, time 2.5 hour. Isolated yield 94.5%. Starting materials: NC=1C(=NC(=CN1)C1=CC=C(C=C1)S(=O)(=O)C1CN(CCC1)C(=O)OC(C)(C)C)C(=O)OC (methyl 3-amino-6-[4-[(1-tert-butoxycarbonyl-3-piperidyl)sulfonyl]phenyl]pyrazine-2-carboxylate), O.NN (hydrazine hydrate). RXN SMILES: [NH2:1][C:2]1[C:3]([C:30]([O:32]C)=O)=[N:4][C:5]([C:8]2[CH:13]=[CH:12][C:11]([S:14]([CH:17]3[CH2:22][CH2:21][CH2:20][N:19]([C:23]([O:25][C:26]([CH3:29])([CH3:28])[CH3:27])=[O:24])[CH2:18]3)(=[O:16])=[O:15])=[CH:10][CH:9]=2)=[CH:6][N:7]=1.O.[NH2:35][NH2:36]>O1CCOCC1>[NH2:1][C:2]1[N:7]=[CH:6][C:5]([C:8]2[CH:13]=[CH:12][C:11]([S:14]([CH:17]3[CH2:22][CH2:21][CH2:20][N:19]([C:23]([O:25][C:26]([CH3:28])([CH3:27])[CH3:29])=[O:24])[CH2:18]3)(=[O:15])=[O:16])=[CH:10][CH:9]=2)=[N:4][C:3]=1[C:30]([NH:35][NH2:36])=[O:32] |f:1.2|. Product: NC=1N=CC(=NC1C(=O)NN)C1=CC=C(C=C1)S(=O)(=O)C1CN(CCC1)C(=O)OC(C)(C)C (tert-butyl 3-[4-[5-amino-6-(hydrazinecarbonyl)pyrazin-2-yl]phenyl]sulfonylpiperidine-1-carboxylate). Reported procedure: methyl 3-amino-6-[4-[(1-tert-butoxycarbonyl-3-piperidyl)sulfonyl]phenyl]pyrazine-2-carboxylate (1.65 g, 3.462 mmol) in dioxane (16.50 mL) was treated with hydrazine hydrate (866.5 mg, 842.1 μL, 17.31 mmol) and stirred at 65° C. for 2.5 hours. The reaction mixture was concentrated in vacuo. The residue was treated with water and stirred for 1 hour, filtered and washed with water, and dried overnight under high vacuum giving tert-butyl 3-[4-[5-amino-6-(hydrazinecarbonyl)pyrazin-2-yl]phenyl]sulfony... Run in O1CCOCC1 (dioxane). Reactants: BrC1C(C2=C(OC1(C)C)C=CS2)O (6-bromo-5,6-dihydro-7-hydroxy-5,5-dimethyl-7H -thieno[3,2-b]pyran), COC1=CSC=C1 (3-methoxythiophene), C(C1=CN=CC=C1)(=O)N (nicotinamide), [K+].[Br-] (KBr). Yields the product OC1C(C2=C(OC1(C)C)C=CS2)NC(C2=CN=CC=C2)=O (6-Hydroxy-5,5-dimethyl-7-(nicotinamido)-7H-thieno[3,2-b]pyran). As a reaction SMILES: Br[CH:2]1[C:7]([CH3:9])([CH3:8])[O:6][C:5]2[CH:10]=[CH:11][S:12][C:4]=2[CH:3]1O.[C:14]([NH2:22])(=[O:21])[C:15]1[CH:20]=[CH:19][CH:18]=[N:17][CH:16]=1.[K+].[Br-].C[O:26]C1C=CSC=1>>[OH:26][CH:2]1[C:7]([CH3:9])([CH3:8])[O:6][C:5]2[CH:10]=[CH:11][S:12][C:4]=2[CH:3]1[NH:22][C:14](=[O:21])[C:15]1[CH:20]=[CH:19][CH:18]=[N:17][CH:16]=1 |f:2.3|. Reported procedure: The title compound was prepared as described for Example 3 starting with 6-bromo-5,6-dihydro-7-hydroxy-5,5-dimethyl-7H -thieno[3,2-b]pyran (4.0 g, 15.2 mmol) and nicotinamide (3.7 g, 30.4 mmol) to give 1.1 g (24%): m.p. 248°-49° C.; IR (KBr): 3329, 3312,1648, 1594, 1569 cm-1 ; MS: m/z 305 (MH+); 1 1H NMR (CDCl3) 6 9.02 (s, 1H), 8.79 (d, J=5,6 Hz, 1H), 8.14 (d, J=5,6 Hz, 1H), 7.44 (m, 1H), 7.18 (d, J=5.4 Hz, 1H), 6.64 (d, J=5.4 Hz, 1H), 6.55 (d, J=5,6, 1H), 5.20 (m, 1H), 4.46 (brs, 1H), 3.81 (d, ... Reactants: [OH-].[Na+] (sodium hydroxide), C(C)(C)NC1=CC=C(C=C1)O (N-isopropyl-p-hydroxyaniline), C([O-])([O-])=O.[Na+].[Na+] (Sodium carbonate), C(C)(=O)OC(C)=O (acetic anhydride). Solvent: C(C)(=O)O (acetic acid). Conditions: temperature 50 celsius. The product is C(C)(C)N(C1=CC=C(C=C1)O)C(C)=O (N-isopropyl-4'-hydroxy-acetanilide). Yield: 59.6%. RXN SMILES: [CH:1]([NH:4][C:5]1[CH:10]=[CH:9][C:8]([OH:11])=[CH:7][CH:6]=1)([CH3:3])[CH3:2].[C:12](OC(=O)C)(=[O:14])[CH3:13].C(=O)([O-])[O-].[Na+].[Na+].[OH-].[Na+]>C(O)(=O)C>[CH:1]([N:4]([C:12](=[O:14])[CH3:13])[C:5]1[CH:10]=[CH:9][C:8]([OH:11])=[CH:7][CH:6]=1)([CH3:3])[CH3:2] |f:2.3.4,5.6|. Reported procedure: Ten g (0.066 moles) of N-isopropyl-p-hydroxyaniline was dissolved in 50 ml acetic acid and to this mixture was added 13.5 g (0.132 moles) of acetic anhydride. This reaction was heated to 50° C. for 5 hours, then poured over crushed ice. Sodium carbonate was added until the pH was approximately 8.5, then the solution was extracted with chloroform, dried over anhydrous magnesium sulfate, and evaporated to dryness giving an oil which immediately was placed into 10% sodium hydroxide and warmed to 70... The product is C(C=C)OC1CN(CCC1C1=CC=C(C=C1)CC1=CC=CC=C1)C(=O)OC(C)(C)C (tert-Butyl 3-allyloxy-4-(4-benzylphenyl)piperidine-1-carboxylate). Reactants: C(C1=CC=CC=C1)OC1=CC=C(C=C1)C1C(CN(CC1)C(=O)OC(C)(C)C)O (tert-butyl 4-(4-benzyloxyphenyl)-3-hydroxypiperidine-1-carboxylate), C(C=C)Br (allyl bromide). Procedure details: Analogously to Method D, 12 g of tert-butyl 4-(4-benzyloxyphenyl)-3-hydroxypiperidine-1-carboxylate and 5.4 ml of allyl bromide are reacted. The title compound is obtained as a yellowish oil. Rf=0.31 (1:3 EtOAc-heptane); Rt=5.80. RXN SMILES: C(O[C:9]1[CH:14]=[CH:13][C:12]([CH:15]2[CH2:20][CH2:19][N:18]([C:21]([O:23][C:24]([CH3:27])([CH3:26])[CH3:25])=[O:22])[CH2:17][CH:16]2[OH:28])=[CH:11][CH:10]=1)C1C=CC=CC=1.[CH2:29](Br)[CH:30]=[CH2:31]>>[CH2:29]([O:28][CH:16]1[CH:15]([C:12]2[CH:13]=[CH:14][C:9]([CH2:15][C:12]3[CH:13]=[CH:14][CH:9]=[CH:10][CH:11]=3)=[CH:10][CH:11]=2)[CH2:20][CH2:19][N:18]([C:21]([O:23][C:24]([CH3:25])([CH3:27])[CH3:26])=[O:22])[CH2:17]1)[CH:30]=[CH2:31].